Dataset: the Open Reaction Database (ORD), a public repository of structured organic reaction records. Task: describe an organic reaction: reactants, conditions, products, and yield Reactants: CC1=C2[C@H](C(=O)[C@@]3([C@H](C[C@@H]4[C@](C3[C@@H]([C@@](C2(C)C)(C[C@@H]1OC(=O)[C@@H]([C@H](C5=CC=CC=C5)NC(=O)C6=CC=CC=C6)O)O)OC(=O)C7=CC=CC=C7)(CO4)OC(=O)C)O)C)O (10-desacetyl-taxol), II, C(C)(=O)OCC (ethyl acetate). Reaction conditions: time 24 hour. The product is CC1=C2[C@H](C(=O)[C@@]3([C@H](C[C@@H]4[C@]([C@H]3[C@@H]([C@@](C2(C)C)(C[C@@H]1OC(=O)[C@@H]([C@H](C=5C=CC=CC5)NC(=O)C=6C=CC=CC6)O)O)OC(=O)C=7C=CC=CC7)(CO4)OC(=O)C)O)C)OC(=O)C (taxol). Yield: 100.0%. RXN SMILES: [CH3:1][C:2]1[C@@H:19]([O:20][C:21]([C@H:23]([OH:40])[C@@H:24]([NH:31][C:32]([C:34]2[CH:39]=[CH:38][CH:37]=[CH:36][CH:35]=2)=[O:33])[C:25]2[CH:30]=[CH:29][CH:28]=[CH:27][CH:26]=2)=[O:22])[CH2:18][C@:14]2([OH:41])[C:15]([CH3:17])([CH3:16])[C:3]=1[C@@H:4]([OH:59])[C:5]([C@@:7]1([CH3:58])[CH:12]([C@@H:13]2[O:42][C:43]([C:45]2[CH:50]=[CH:49][CH:48]=[CH:47][CH:46]=2)=[O:44])[C@:11]2([O:53][C:54]([CH3:56])=[O:55])[CH2:51][O:52][C@@H:10]2[CH2:9][C@@H:8]1[OH:57])=[O:6].[C:60](OCC)(=[O:62])[CH3:61]>>[CH3:1][C:2]1[C@@H:19]([O:20][C:21]([C@H:23]([OH:40])[C@@H:24]([NH:31][C:32]([C:34]2[CH:35]=[CH:36][CH:37]=[CH:38][CH:39]=2)=[O:33])[C:25]2[CH:26]=[CH:27][CH:28]=[CH:29][CH:30]=2)=[O:22])[CH2:18][C@:14]2([OH:41])[C:15]([CH3:16])([CH3:17])[C:3]=1[C@@H:4]([O:59][C:60]([CH3:61])=[O:62])[C:5]([C@@:7]1([CH3:58])[C@H:12]([C@@H:13]2[O:42][C:43]([C:45]2[CH:46]=[CH:47][CH:48]=[CH:49][CH:50]=2)=[O:44])[C@:11]2([O:53][C:54]([CH3:56])=[O:55])[CH2:51][O:52][C@@H:10]2[CH2:9][C@@H:8]1[OH:57])=[O:6]. Procedure: After 19 hrs of reaction, 0.36% of 7-TES-taxol remained in this mixture. After 24 hrs, 7-TES-taxol and 10-desacetyl-taxol were not present (impurity index II<0.04%) in the reaction mixture. The solution was then diluted with ethyl acetate (1 L) and washed with 1N HCl (800 ml×2). The combined aqueous layer was extracted with ethyl acetate (400 ml×1). The organic layers were combined and washed with saturated aqueous sodium bicarbonate solution (800 ml×5), brine (300 ml×1), dried over sodium sulfa...